This data is from the Open Reaction Database (ORD), a public repository of structured organic reaction records. The task is: describe an organic reaction: reactants, conditions, products, and yield The reactants are [Cu] (copper), C(CC(O)(C(=O)[O-])CC(=O)[O-])(=O)[O-].[Li+].[Li+].[Li+] (lithium citrate), cupric chloride, [OH-].[Li+] (lithium hydroxide), C(CC(O)(C(=O)[O-])CC(=O)[O-])(=O)[O-] (citrate). Run in O (water). Yields the product C(CC(O)(C(=O)[O-])CC(=O)[O-])(=O)[O-].[Cu+2].[Li+].[Li+] (Dilithium monocopper(II) citrate). As a reaction SMILES: [C:1]([O-:13])(=[O:12])[CH2:2][C:3]([CH2:8][C:9]([O-:11])=[O:10])([C:5]([O-:7])=[O:6])[OH:4].[Li+:14].[Li+].[Li+].[OH-].[Li+].[Cu:19].C([O-])(=O)CC(CC([O-])=O)(C([O-])=O)O>O>[C:1]([O-:13])(=[O:12])[CH2:2][C:3]([CH2:8][C:9]([O-:11])=[O:10])([C:5]([O-:7])=[O:6])[OH:4].[Cu+2:19].[Li+:14].[Li+:14] |f:0.1.2.3,4.5,9.10.11.12|. Reported procedure: 10 millimoles of lithium citrate were dissolved in 10 milliliters of water. To this solution, 10 millimoles of cupric chloride (CuCl2.2H2O) were added gradually with stirring. A deep blue solution was formed. This was neutralized to a pH of about 7 with 10 millimoles of lithium hydroxide (LiOH.H2O). This solution, when evaporated to dryness, gave a deep blue, semicrystalline solid. This solid was ground to a fine powder and the lithium chloride was extracted with 50 milliliters of dry methanol, ... Reactants: COc1cc(CCl)ncc1C, Cl, [Na+], [OH-], O, CC1(C)C(=O)C(C)(C)c2cc3[nH]c(S)nc3cc21. Product: COc1cc(CSc2nc3cc4c(cc3[nH]2)C(C)(C)C(=O)C4(C)C)ncc1C. Reaction SMILES: [Cl:20][CH2:21][c:22]1[n:23][cH:24][c:25]([CH3:30])[c:26]([O:28][CH3:29])[cH:27]1.[ClH:19].[Na+:32].[OH-:31].[OH2:33].[SH:1][c:2]1[n:3][c:4]2[c:5]([nH:6]1)[cH:7][c:8]1[c:12]([cH:13]2)[C:11]([CH3:14])([CH3:15])[C:10](=[O:16])[C:9]1([CH3:17])[CH3:18]>>[S:1]([c:2]1[nH:3][c:4]2[c:5]([n:6]1)[cH:7][c:8]1[c:12]([cH:13]2)[C:11]([CH3:14])([CH3:15])[C:10](=[O:16])[C:9]1([CH3:17])[CH3:18])[CH2:21][c:22]1[n:23][cH:24][c:25]([CH3:30])[c:26]([O:28][CH3:29])[cH:27]1.